This data is from the Open Reaction Database (ORD), a public repository of structured organic reaction records. The task is: describe an organic reaction: reactants, conditions, products, and yield Starting materials: C(C1=CC=CC=C1)C=1OC(=C(C1C(=O)C1=CC(=C(C=C1)O)C1CCCC1)C)C ((2-benzyl-4,5-dimethyl-furan-3-yl)-(3-cyclopentyl-4 hydroxy-phenyl)-methanone), ClS(=O)(=O)C1=CC(=C(C(=O)O)C=C1)O (4-chlorosulphonyl-2-hydroxybenzoic acid). Yields the product C(C1=CC=CC=C1)C=1OC(=C(C1C(=O)C1=CC(=C(OS(=O)(=O)C2=CC(=C(C(=O)O)C=C2)O)C=C1)C1CCCC1)C)C (4-[4-(2-Benzyl-4,5-dimethyl-furan-3-carbonyl)-2-cyclopentyl-phenoxysulfonyl]-2-hydroxy-benzoic acid). The yield is 55.0%. As a reaction SMILES: [CH2:1]([C:8]1[O:9][C:10]([CH3:28])=[C:11]([CH3:27])[C:12]=1[C:13]([C:15]1[CH:20]=[CH:19][C:18]([OH:21])=[C:17]([CH:22]2[CH2:26][CH2:25][CH2:24][CH2:23]2)[CH:16]=1)=[O:14])[C:2]1[CH:7]=[CH:6][CH:5]=[CH:4][CH:3]=1.Cl[S:30]([C:33]1[CH:41]=[CH:40][C:36]([C:37]([OH:39])=[O:38])=[C:35]([OH:42])[CH:34]=1)(=[O:32])=[O:31]>>[CH2:1]([C:8]1[O:9][C:10]([CH3:28])=[C:11]([CH3:27])[C:12]=1[C:13]([C:15]1[CH:20]=[CH:19][C:18]([O:21][S:30]([C:33]2[CH:41]=[CH:40][C:36]([C:37]([OH:39])=[O:38])=[C:35]([OH:42])[CH:34]=2)(=[O:32])=[O:31])=[C:17]([CH:22]2[CH2:26][CH2:25][CH2:24][CH2:23]2)[CH:16]=1)=[O:14])[C:2]1[CH:3]=[CH:4][CH:5]=[CH:6][CH:7]=1. Procedure details: The title compound was prepared according to the procedure in Example 4 using (2-benzyl-4,5-dimethyl-furan-3-yl)-(3-cyclopentyl-4 hydroxy-phenyl)-methanone (0.509 g, 1.36 mmol) and 4-chlorosulphonyl-2-hydroxybenzoic acid (0.645 g, 2.72 mmol). Purification on 2% H3PO4/MeOH treated silica gel, eluting with 20% EtOAc/hexane gave 0.430 g (55%) of the title compound a pale yellow solid, mp 80-85° C. 1H NMR (DMSO-d6) δ1.23-1.34 (m, 2H), 1.45-1.59 (m, 2H), 1.61-1.74 (m, 4H), 1.76 (s, 3H), 2.16 (s, 3H),...